This data is from the Open Reaction Database (ORD), a public repository of structured organic reaction records. The task is: describe an organic reaction: reactants, conditions, products, and yield The reactants are C(CCCCC)C=1C(=CC=2C(CCC(C2C1)(C)C)(C)C)/C=C/C1=CC=C(S1)C(=O)OC (methyl (E)-5-[2-(3-hexyl-5,5,8,8-tetramethyl-5,6,7,8-tetrahydronaphthalen-2-yl)-vinyl]-thiophene-2-carboxylate), [OH-].[K+] (KOH), Cl (HCl), C1CCOC1 (THF). Run in C(C)O (ethanol), H20, O (water). Run at temperature 45 celsius, time 2.5 hour. Product: C(CCCCC)C=1C(=CC=2C(CCC(C2C1)(C)C)(C)C)/C=C/C1=CC=C(S1)C(=O)O ((E)-5-[2-(3-Hexyl-5,5,8,8-tetramethyl-5,6,7,8-tetrahydro-naphthalen-2-yl)-vinyl]-thiophene-2-carboxylic Acid). Yield: 90.7%. As a reaction SMILES: [CH2:1]([C:7]1[C:8](/[CH:21]=[CH:22]/[C:23]2[S:27][C:26]([C:28]([O:30]C)=[O:29])=[CH:25][CH:24]=2)=[CH:9][C:10]2[C:11]([CH3:20])([CH3:19])[CH2:12][CH2:13][C:14]([CH3:18])([CH3:17])[C:15]=2[CH:16]=1)[CH2:2][CH2:3][CH2:4][CH2:5][CH3:6].[OH-].[K+].C1COCC1.Cl>C(O)C.O>[CH2:1]([C:7]1[C:8](/[CH:21]=[CH:22]/[C:23]2[S:27][C:26]([C:28]([OH:30])=[O:29])=[CH:25][CH:24]=2)=[CH:9][C:10]2[C:11]([CH3:19])([CH3:20])[CH2:12][CH2:13][C:14]([CH3:18])([CH3:17])[C:15]=2[CH:16]=1)[CH2:2][CH2:3][CH2:4][CH2:5][CH3:6] |f:1.2|. Reported procedure: A solution of 1.084 g of methyl (E)-5-[2-(3-hexyl-5,5,8,8-tetramethyl-5,6,7,8-tetrahydronaphthalen-2-yl)-vinyl]-thiophene-2-carboxylate (from Example 8.1) in 15 ml ethanol was treated with a solution of 2.77 g KOH in 8 ml H20, followed by the addition of 7 ml THF. The mixture was stirred at 45° C. for 2.5 hours. The reaction mixture was diluted with 40 ml water and acidified to pH 2 with HCl 25%. The mixture was extracted with 4 portions of 50 ml of ethyl acetate. The combined extracts were wash... The reactants are C(C1=CC=CC=C1)OC(=O)NCCCC[C@H](N[C@@H](CCC1=CC=CC=C1)C(=O)OCC1=CC=CC=C1)C(=O)N1[C@@H](SC(=N1)C(C)(C)C)C(=O)OCC1=CC=CC=C1 (Benzyl 3-[N6 -benzyloxycarbonyl-N2 -(1-(S) -benzyloxycarbonyl-3-phenylpropyl)-L-lysyl]-5-t-butyl-2,3-dihydro-1,3,4-thiadiazole-2-(S)-carboxylate), ( 1.lg ), [H][H] (hydrogen). Reagents/catalysts: [Pd] (palladium on carbon). Run in C(C)O (ethanol). Yields the product C(C)(C)(C)C1=NN([C@@H](S1)C(=O)O)C([C@@H](N[C@@H](CCC1=CC=CC=C1)C(=O)O)CCCCN)=O (5-t-Butyl-3-[N2 -(1-(S)-carboxy-3-phenylpropyl)-L -lysyl]-2,3-dihydro-1,3,4-thiadiazole-2-(S)-carboxylic acid). RXN SMILES: C(OC([NH:11][CH2:12][CH2:13][CH2:14][CH2:15][C@@H:16]([C:37]([N:39]1[N:43]=[C:42]([C:44]([CH3:47])([CH3:46])[CH3:45])[S:41][C@H:40]1[C:48]([O:50]CC1C=CC=CC=1)=[O:49])=[O:38])[NH:17][C@H:18]([C:27]([O:29]CC1C=CC=CC=1)=[O:28])[CH2:19][CH2:20][C:21]1[CH:26]=[CH:25][CH:24]=[CH:23][CH:22]=1)=O)C1C=CC=CC=1.[H][H]>C(O)C.[Pd]>[C:44]([C:42]1[S:41][C@@H:40]([C:48]([OH:50])=[O:49])[N:39]([C:37](=[O:38])[C@H:16]([CH2:15][CH2:14][CH2:13][CH2:12][NH2:11])[NH:17][C@H:18]([C:27]([OH:29])=[O:28])[CH2:19][CH2:20][C:21]2[CH:22]=[CH:23][CH:24]=[CH:25][CH:26]=2)[N:43]=1)([CH3:47])([CH3:45])[CH3:46]. Procedure details: A solution of the product from step d) (1.lg) in ethanol (90ml) was treated with 10% palladium on carbon (0.9g) and the mixture stirred under 1 atmosphere of hydrogen for 1 hour. The catalyst was removed by filtration and the filtrate evaporated. The residue was recrystallised from a mixture of tetrahydrofuran and ethanol to give the title product as a white solid (0.24g)